This data is from the Open Reaction Database (ORD), a public repository of structured organic reaction records. The task is: describe an organic reaction: reactants, conditions, products, and yield Starting materials: Cl.C1N(CC2C1CNC2)C(=O)N (hexahydro-pyrrolo[3,4-c]pyrrole-2-carboxylic acid amide hydrochloride), 550A, C1N(CC2C1CNC2)C(=O)N (hexahydro-pyrrolo[3,4-c]pyrrole-2-carboxylic acid amide), C(=O)([O-])[O-].[K+].[K+] (K2CO3), CS(=O)(=O)CCC1=CC=C(OC=2SC3=C(N2)C=CC(=C3)C)C=C1 (2-[4-(2-methanesulfonyl-ethyl)-phenoxy]-6-methyl-benzothiazole). Run in C(Cl)Cl.CO (CH2Cl2 CH3OH), C(C)(C)(CC)O (tert-amyl alcohol). Reaction conditions: temperature 80 celsius. Yields the product CC1=CC=CC2=C1N=C(S2)OC2=CC=C(C=C2)CCN2CC1C(C2)CN(C1)C(=O)N (5-{2-[4-(4-Methyl-benzothiazol-2-yloxy)-phenyl]-ethyl}-hexahydro-pyrrolo[3,4-c]pyrrole-2-carboxylic acid amide). Yield: 5.0%. RXN SMILES: Cl.[CH2:2]1[CH:6]2[CH2:7][NH:8][CH2:9][CH:5]2[CH2:4][N:3]1[C:10]([NH2:12])=[O:11].[CH2:13]1C2CNCC2CN1C(N)=O.C([O-])([O-])=O.[K+].[K+].CS([CH2:34][CH2:35][C:36]1[CH:52]=[CH:51][C:39]([O:40][C:41]2[S:42][C:43]3[CH:49]=[C:48](C)[CH:47]=[CH:46][C:44]=3[N:45]=2)=[CH:38][CH:37]=1)(=O)=O>C(Cl)Cl.CO.C(O)(CC)(C)C>[CH3:13][C:46]1[C:44]2[N:45]=[C:41]([O:40][C:39]3[CH:38]=[CH:37][C:36]([CH2:35][CH2:34][N:8]4[CH2:7][CH:6]5[CH2:2][N:3]([C:10]([NH2:12])=[O:11])[CH2:4][CH:5]5[CH2:9]4)=[CH:52][CH:51]=3)[S:42][C:43]=2[CH:49]=[CH:48][CH:47]=1 |f:0.1,3.4.5,7.8|. Reported procedure: A solution of hexahydro-pyrrolo[3,4-c]pyrrole-2-carboxylic acid amide hydrochloride in 50% CH2Cl2/CH3OH was treated with DOWEX Monosphere 550A (OH) anion-exchange resin to afford the free base. The DOWEX resin was filtered and the resulting solution was concentrated and used without further purification. To a solution of this hexahydro-pyrrolo[3,4-c]pyrrole-2-carboxylic acid amide (85 mg, 0.54 mmol) and K2CO3 (116 mg, 0.84 mmol) in tert-amyl alcohol (2.6 mL) was added 2-[4-(2-methanesulfonyl-eth...